Dataset: the Open Reaction Database (ORD), a public repository of structured organic reaction records. Task: describe an organic reaction: reactants, conditions, products, and yield Starting materials: C(CC)(=O)[O-] (propionate), S(N)(OC1=CC=CC=C1)(=O)=O (phenyl sulfamate), C1(=CC=CC=C1)C (toluene), N1=CC=CC=C1 (pyridine). Yields the product COC(=O)C(COS(N)(=O)=O)C (Sulfamic acid 2-(methoxycarbonyl)propyl ester). Yield: 40.0%. As a reaction SMILES: [C:1]([O-:5])(=[O:4])CC.[S:6](=[O:16])(=[O:15])([O:8]C1C=CC=CC=1)[NH2:7].[C:17]1(C)C=CC=CC=1.N1[CH:29]=[CH:28][CH:27]=CC=1>>[CH3:17][O:5][C:1]([CH:28]([CH3:27])[CH2:29][O:16][S:6](=[O:15])(=[O:8])[NH2:7])=[O:4]. Procedure: A mixture of 5.9 g (0.05 mole) of (S)-(+)methyl 3-hydroxy-2-methyl]propionate, 9.5 g (0.055 mole) of phenyl sulfamate, 25 ml of toluene and 0.5 g of pyridine was heated at reflux for 2 hr. The reaction solution was concentrated under vacuum, and the residue was chromatographed, using silica gel and eluting with 2% methanol in methylene chloride. The desired fractions were concentrated under vacuum to give 3.9 g (40%) of a pale yellow oil. Starting materials: CC(C)(C)OC(=O)NC1CCN(S(=O)(=O)c2cccc3cncc(C(F)(F)F)c23)C1, Cl, C1COCCO1. The product is Cl, NC1CCN(S(=O)(=O)c2cccc3cncc(C(F)(F)F)c23)C1. RXN SMILES: [C:1]([O:2][C:3](=[O:4])[NH:8][CH:9]1[CH2:10][N:11]([S:14](=[O:15])(=[O:16])[c:17]2[c:18]3[c:19]([C:27]([F:28])([F:29])[F:30])[cH:20][n:21][cH:22][c:23]3[cH:24][cH:25][cH:26]2)[CH2:12][CH2:13]1)([CH3:5])([CH3:6])[CH3:7].[ClH:37].[O:31]1[CH2:32][CH2:33][O:34][CH2:35][CH2:36]1>>[ClH:37].[NH2:8][CH:9]1[CH2:10][N:11]([S:14](=[O:15])(=[O:16])[c:17]2[c:18]3[c:19]([C:27]([F:28])([F:29])[F:30])[cH:20][n:21][cH:22][c:23]3[cH:24][cH:25][cH:26]2)[CH2:12][CH2:13]1. Yields the product Cc1ccn(-c2cccs2)n1. Starting materials: Brc1cccs1, O=C([O-])[O-], Cc1cc[nH]n1, CCOC(C)=O, CC#N, ON=Cc1ccccc1O, [Cs+], [Cs+]. RXN SMILES: [Br:23][c:24]1[s:25][cH:26][cH:27][cH:28]1.[C:17](=[O:18])([O-:19])[O-:20].[CH3:1][c:2]1[n:3][nH:4][cH:5][cH:6]1.[CH3:29][CH2:30][O:31][C:32](=[O:33])[CH3:34].[CH3:35][C:36]#[N:37].[CH:7](=[N:8][OH:9])[c:10]1[c:11]([OH:16])[cH:12][cH:13][cH:14][cH:15]1.[Cs+:21].[Cs+:22]>>[CH3:1][c:2]1[n:3][n:4](-[c:24]2[s:25][cH:26][cH:27][cH:28]2)[cH:5][cH:6]1. Reactants: C(C)(C)(C)C=1C=C(C=C(C1O)C(C)(C)C)CC(CCCC1=CC(=C(C(=C1)C(C)(C)C)O)C(C)(C)C)=O (1,5-bis(3',5'-di-t-butyl-4'-hydroxyphenyl)pentanone), [H][H] (hydrogen), [OH-].[NH4+] (ammonium hydroxide), [H][H] (hydrogen). The reagents and catalysts are [Pd] (palladium on carbon). Run in C(C)(C)O (isopropanol). Run at temperature 125 celsius. Yields the product C(C)(C)(C)C=1C=C(C=C(C1O)C(C)(C)C)CCC(CCC1=CC(=C(C(=C1)C(C)(C)C)O)C(C)(C)C)N (1,5-Bis(3',5'-di-t-butyl-4'-hydroxyphenyl)-3-pentylamine). RXN SMILES: [C:1]([C:5]1[CH:6]=[C:7]([CH2:16][C:17](=O)[CH2:18][CH2:19][CH2:20][C:21]2[CH:26]=[C:25]([C:27]([CH3:30])([CH3:29])[CH3:28])[C:24]([OH:31])=[C:23]([C:32]([CH3:35])([CH3:34])[CH3:33])[CH:22]=2)[CH:8]=[C:9]([C:12]([CH3:15])([CH3:14])[CH3:13])[C:10]=1[OH:11])([CH3:4])([CH3:3])[CH3:2].[OH-].[NH4+:38].[H][H]>[Pd].C(O)(C)C>[C:1]([C:5]1[CH:6]=[C:7]([CH2:16][CH2:17][CH:18]([NH2:38])[CH2:19][CH2:20][C:21]2[CH:26]=[C:25]([C:27]([CH3:30])([CH3:29])[CH3:28])[C:24]([OH:31])=[C:23]([C:32]([CH3:35])([CH3:34])[CH3:33])[CH:22]=2)[CH:8]=[C:9]([C:12]([CH3:15])([CH3:14])[CH3:13])[C:10]=1[OH:11])([CH3:4])([CH3:3])[CH3:2] |f:1.2|. Reported procedure: In a 1-gallon stirred autoclave were placed 113 gm. (0.229 mole) of 1,5-bis(3',5'-di-t-butyl-4'-hydroxyphenyl)pentanone, 35 ml. of ammonium hydroxide (58%), 1200 ml. of isopropanol and 13 gm. of 5% palladium on carbon (Pd/C). The mixture was heated for 2 hours at 125° C and 765 PSIG of hydrogen. 0.247 mole of hydrogen was absorbed. Run in glycol monomethyl ester, CO (methanol). RXN SMILES: [CH3:1][O:2][C:3]1[CH:4]=[C:5]([CH:31]=[CH:32][C:33]=1[O:34][CH3:35])[CH2:6][O:7][C:8]([C:10]1[CH:11]([C:22]2[CH:27]=[CH:26][CH:25]=[CH:24][C:23]=2[N+:28]([O-:30])=[O:29])[C:12]([C:18]([O:20]C)=O)=C(C)[NH:14][C:15]=1[CH3:16])=[O:9]>CO>[CH3:6][O:7][C:8]([CH2:10][C:18](/[CH:12]=[CH:11]/[C:22]1[C:23]([N+:28]([O-:30])=[O:29])=[CH:24][CH:25]=[CH:26][CH:27]=1)=[O:20])=[O:9].[CH3:1][O:2][C:3]1[CH:4]=[C:5]([CH:31]=[CH:32][C:33]=1[O:34][CH3:35])[CH2:6][O:7][C:8](=[O:9])/[CH:10]=[C:15](\[NH2:14])/[CH3:16]. Procedure: Analogously to Example 1 heating a solution of 65 mmols of 2'-nitrobenzylideneacetoacetic acid methyl ester and 75 mmols of β-aminocrotonic acid 3,4-dimethoxybenzyl ester in 120 ml of glycol monomethyl ester for 5 hours gave 2,6-dimethyl-3-methoxycarbonyl-4-(2'-nitrophenyl)-1,4-dihydropyridine-5-carboxylic acid 3,4-dimethoxybenzyl ester of melting point 149° C (from methanol). The product is COC(=O)CC(=O)/C=C/C1=CC=CC=C1[N+](=O)[O-] (2'-nitrobenzylideneacetoacetic acid methyl ester), COC=1C=C(COC(\C=C(\C)/N)=O)C=CC1OC (β-aminocrotonic acid 3,4-dimethoxybenzyl ester). Starting materials: COC=1C=C(COC(=O)C=2C(C(=C(NC2C)C)C(=O)OC)C2=C(C=CC=C2)[N+](=O)[O-])C=CC1OC (2,6-dimethyl-3-methoxycarbonyl-4-(2'-nitrophenyl)-1,4-dihydropyridine-5-carboxylic acid 3,4-dimethoxybenzyl ester). The reactants are C(C1=CC=CC=C1)OC(=O)[C@@H]1N(CCC1)C(C=C)=O ((R)-1-acryloyl-pyrrolidine-2-carboxylic acid benzyl ester), C(CC)N (propylamine). Run in C(C)#N (acetonitrile). Run at time 6 hour. Yields the product C(C1=CC=CC=C1)OC(=O)[C@@H]1N(CCC1)C(CCN(CCC)CCC(=O)N1[C@H](CCC1)C(=O)OCC1=CC=CC=C1)=O ((R)-1-[3-[[3-[(R)-2-Benzyloxycarbonyl-pyrrolidin-1-yl]-3-oxo-propyl]propyl-amino]-propionyl]-pyrrolidine-2carboxylic acid benzyl ester). The yield is 19.4%. As a reaction SMILES: [CH2:1]([O:8][C:9]([C@H:11]1[CH2:15][CH2:14][CH2:13][N:12]1[C:16](=[O:19])[CH:17]=[CH2:18])=[O:10])[C:2]1[CH:7]=[CH:6][CH:5]=[CH:4][CH:3]=1.[CH2:20]([NH2:23])[CH2:21][CH3:22]>C(#N)C>[CH2:1]([O:8][C:9]([C@H:11]1[CH2:15][CH2:14][CH2:13][N:12]1[C:16](=[O:19])[CH2:17][CH2:18][N:23]([CH2:18][CH2:17][C:16]([N:12]1[CH2:13][CH2:14][CH2:15][C@@H:11]1[C:9]([O:8][CH2:1][C:2]1[CH:3]=[CH:4][CH:5]=[CH:6][CH:7]=1)=[O:10])=[O:19])[CH2:20][CH2:21][CH3:22])=[O:10])[C:2]1[CH:3]=[CH:4][CH:5]=[CH:6][CH:7]=1. Reported procedure: A solution of 400 mg (1.5 mmol) (R)-1-acryloyl-pyrrolidine-2-carboxylic acid benzyl ester and 63 ml (0.75 mmol) propylamine in 5 ml acetonitrile was stirred for 16 h at room temperature, then for 6 h at 45° C., and finally for 16 h at 80° C. Concentration in vacuo and flash chromatography (20% H2O in acetone) afforded 84 mg (19%) of the title compound (R)-1-[3-[[3-[(R)-2-benzyloxycarbonyl-pyrrolidin-1-yl]-3-oxo-propyl]-propyl-amino]-propionyl]-pyrrolidine-2-carboxylic acid benzyl ester as a pale...